Dataset: the Open Reaction Database (ORD), a public repository of structured organic reaction records. Task: describe an organic reaction: reactants, conditions, products, and yield Reactants: Br, COc1ccc2c(c1)CCC(CCN1CCCCC1)C2, Cl. Product: Oc1ccc2c(c1)CCC(CCN1CCCCC1)C2. As a reaction SMILES: [BrH:22].[CH3:2][O:3][c:4]1[cH:5][c:6]2[c:11]([cH:12][cH:13]1)[CH2:10][CH:9]([CH2:14][CH2:15][N:16]1[CH2:17][CH2:18][CH2:19][CH2:20][CH2:21]1)[CH2:8][CH2:7]2.[ClH:1]>>[OH:3][c:4]1[cH:5][c:6]2[c:11]([cH:12][cH:13]1)[CH2:10][CH:9]([CH2:14][CH2:15][N:16]1[CH2:17][CH2:18][CH2:19][CH2:20][CH2:21]1)[CH2:8][CH2:7]2. Starting materials: C1(=CC=CC=C1)P(C1=CC=CC=C1)C1=CC=CC=C1 (triphenylphosphine), C(Cl)(Cl)(Cl)Cl (CCl4), CN (methylamine), FC1=C(C(=O)NC2(CCCC3=CC(=CC=C23)OC)CO)C(=CC=C1)F (2,6-difluoro-N-[1,2,3,4-tetrahydro-1-(hydroxymethyl)-6-methoxy-1-naphthalenyl]benzamide). The solvent is C(C)#N (acetonitrile). Reaction conditions: time 15 minute. Yields the product FC1=C(C(=CC=C1)F)C=1OCC2(N1)CCCC1=CC(=CC=C12)OC (2'-(2,6-difluorophenyl)-3,4-dihydro-6-methoxy spiro [naphthalene-1(2H),4'(5'H)-oxazole]). As a reaction SMILES: [F:1][C:2]1[CH:24]=[CH:23][CH:22]=[C:21]([F:25])[C:3]=1[C:4]([NH:6][C:7]1([CH2:19][OH:20])[C:16]2[C:11](=[CH:12][C:13]([O:17][CH3:18])=[CH:14][CH:15]=2)[CH2:10][CH2:9][CH2:8]1)=O.C(Cl)(Cl)(Cl)Cl.CN.C1(P(C2C=CC=CC=2)C2C=CC=CC=2)C=CC=CC=1>C(#N)C>[F:25][C:21]1[CH:22]=[CH:23][CH:24]=[C:2]([F:1])[C:3]=1[C:4]1[O:20][CH2:19][C:7]2([C:16]3[C:11](=[CH:12][C:13]([O:17][CH3:18])=[CH:14][CH:15]=3)[CH2:10][CH2:9][CH2:8]2)[N:6]=1. Procedure details: To a suspension of 600 mg (0.0017 mol) of the product of Step D in 9 mL of acetonitrile was added 1.8 mL CCl4 and 264 mg (0.0026 mol) of methylamine. Then, 678 mg (0.0026 mol) of triphenylphosphine was added. The mixture was stirred at ambient temperature for 15 minutes. Reactants: CC1=Nc2ccccc2N(Cc2ccccc2)C(=O)C1, COc1ccc(CBr)cc1, [H-], [Na+], O. Product: COc1ccc(CC2C(=O)N(Cc3ccccc3)c3ccccc3N=C2C)cc1. Reaction SMILES: [CH2:1]([c:2]1[cH:3][cH:4][cH:5][cH:6][cH:7]1)[N:8]1[C:9](=[O:20])[CH2:10][C:11]([CH3:19])=[N:12][c:13]2[c:14]1[cH:15][cH:16][cH:17][cH:18]2.[CH3:23][O:24][c:25]1[cH:26][cH:27][c:28]([CH2:29][Br:30])[cH:31][cH:32]1.[H-:21].[Na+:22].[OH2:33]>>[CH2:1]([c:2]1[cH:3][cH:4][cH:5][cH:6][cH:7]1)[N:8]1[C:9](=[O:20])[CH:10]([CH2:29][c:28]2[cH:27][cH:26][c:25]([O:24][CH3:23])[cH:32][cH:31]2)[C:11]([CH3:19])=[N:12][c:13]2[c:14]1[cH:15][cH:16][cH:17][cH:18]2. Reported procedure: To a solution of (1R,2R,3S)-2-formyl-3-(3,4-dichlorophenyl)tropane (6.9 g, 23 mmol) in methanol (100 ml), sodium carbonate (4 g) and hydroxylammonium chloride (2.6 g, 37 mmol) were added, and the mixture was stirred at room temperature for 18 hours. The reaction mixture was concentrated in vacuo and the residue was triturated with water. A crude product was isolated by filtration and recrystallization first in a mixture of ethanol and water (1+1) and then in 99% ethanol yielded the title compoun... RXN SMILES: [CH:1]([C@@H:3]1[C@@H:9]([C:10]2[CH:15]=[CH:14][C:13]([Cl:16])=[C:12]([Cl:17])[CH:11]=2)[CH2:8][C@H:7]2[N:18]([CH3:19])[C@@H:4]1[CH2:5][CH2:6]2)=O.C(=O)([O-])[O-].[Na+].[Na+].[Cl-].[OH:27][NH3+:28]>CO.C(O)C>[Cl:17][C:12]1[CH:11]=[C:10]([C@H:9]2[CH2:8][C@H:7]3[N:18]([CH3:19])[C@H:4]([CH2:5][CH2:6]3)[C@@H:3]2[CH:1]=[N:28][OH:27])[CH:15]=[CH:14][C:13]=1[Cl:16] |f:1.2.3,4.5|. Run at time 18 hour. Yields the product ClC=1C=C(C=CC1Cl)[C@@H]1[C@H]([C@H]2CC[C@@H](C1)N2C)C=NO ((1R,2R,3S)-3-(3,4-Dichlorophenyl)tropane-2-aldoxime). The reactants are C(=O)[C@H]1[C@H]2CC[C@@H](C[C@@H]1C1=CC(=C(C=C1)Cl)Cl)N2C ((1R,2R,3S)-2-formyl-3-(3,4-dichlorophenyl)tropane), C([O-])([O-])=O.[Na+].[Na+] (sodium carbonate), [Cl-].O[NH3+] (hydroxylammonium chloride). Run in CO (methanol), C(C)O (ethanol).